This data is from the Open Reaction Database (ORD), a public repository of structured organic reaction records. The task is: describe an organic reaction: reactants, conditions, products, and yield Reactants: C=CC(=O)N1CCN(C(=O)Cc2ccc(NC(=O)Nc3ccccc3C)c(OC)c2)c2ccc(CCC(=O)OCC)cc21, CN, CCO, CCOC(C)=O, Cl. Yields the product CCOC(=O)CCc1ccc2c(c1)N(C(=O)CCN(C)C)CCN2C(=O)Cc1ccc(NC(=O)Nc2ccccc2C)c(OC)c1. As a reaction SMILES: [C:1]([CH:2]=[CH2:3])(=[O:4])[N:5]1[CH2:6][CH2:7][N:8]([C:22]([CH2:23][c:24]2[cH:25][c:26]([O:41][CH3:42])[c:27]([NH:30][C:31](=[O:32])[NH:33][c:34]3[c:35]([CH3:40])[cH:36][cH:37][cH:38][cH:39]3)[cH:28][cH:29]2)=[O:43])[c:9]2[cH:10][cH:11][c:12]([CH2:15][CH2:16][C:17](=[O:18])[O:19][CH2:20][CH3:21])[cH:13][c:14]21.[CH3:44][NH2:45].[CH3:47][CH2:48][OH:49].[CH3:50][CH2:51][O:52][C:53](=[O:54])[CH3:55].[ClH:46]>>[C:1]([CH2:2][CH2:3][N:45]([CH3:44])[CH3:47])(=[O:4])[N:5]1[CH2:6][CH2:7][N:8]([C:22]([CH2:23][c:24]2[cH:25][c:26]([O:41][CH3:42])[c:27]([NH:30][C:31](=[O:32])[NH:33][c:34]3[c:35]([CH3:40])[cH:36][cH:37][cH:38][cH:39]3)[cH:28][cH:29]2)=[O:43])[c:9]2[cH:10][cH:11][c:12]([CH2:15][CH2:16][C:17](=[O:18])[O:19][CH2:20][CH3:21])[cH:13][c:14]21. The reactants are O=C([O-])O, ClCCCl, COc1ccc([N+](=O)[O-])cc1C(=O)O, CN(C)C=O, NCC1CC1, Cl, [Na+], On1nnc2ccccc21. Product: COc1ccc([N+](=O)[O-])cc1C(=O)NCC1CC1. RXN SMILES: [C:35](=[O:36])([O-:37])[OH:38].[CH2:30]([Cl:31])[CH2:32][Cl:33].[CH3:1][O:2][c:3]1[c:4]([C:5](=[O:6])[OH:7])[cH:8][c:9]([N+:12](=[O:13])[O-:14])[cH:10][cH:11]1.[CH3:40][N:41]([CH3:42])[CH:43]=[O:44].[CH:15]1([CH2:18][NH2:19])[CH2:16][CH2:17]1.[ClH:34].[Na+:39].[OH:20][n:21]1[c:22]2[cH:23][cH:24][cH:25][cH:26][c:27]2[n:28][n:29]1>>[CH3:1][O:2][c:3]1[c:4]([C:5](=[O:7])[NH:19][CH2:18][CH:15]2[CH2:16][CH2:17]2)[cH:8][c:9]([N+:12](=[O:13])[O-:14])[cH:10][cH:11]1. Reactants: Cl (HCl), N1CCCCC1 (Piperidine), OC=1C=C(C=O)C=CC1O (3,4-dihydroxybenzaldehyde), C(=O)(O)CC(=O)NC1=C(C(=O)O)C=CC=C1 (2-[(carboxyacetyl)amino]benzoic acid). The solvent is C1(=CC=CC=C1)C (toluene). The product is OC=1C=C(C=CC1O)/C=C/C(=O)NC1=C(C(=O)O)C=CC=C1 ((E)-2-[[3-(3,4-Dihydroxyphenyl)-1-oxo-2-propenyl]amino]benzoic acid). Isolated yield 83.0%. Reaction SMILES: N1CCCCC1.[OH:7][C:8]1[CH:9]=[C:10]([CH:13]=[CH:14][C:15]=1[OH:16])[CH:11]=O.C([CH2:20][C:21]([NH:23][C:24]1[CH:32]=[CH:31][CH:30]=[CH:29][C:25]=1[C:26]([OH:28])=[O:27])=[O:22])(O)=O.Cl>C1(C)C=CC=CC=1>[OH:7][C:8]1[CH:9]=[C:10](/[CH:11]=[CH:20]/[C:21]([NH:23][C:24]2[CH:32]=[CH:31][CH:30]=[CH:29][C:25]=2[C:26]([OH:28])=[O:27])=[O:22])[CH:13]=[CH:14][C:15]=1[OH:16]. Procedure details: Piperidine (0.39 mL, 4.0 mmol) was added to a suspension of 3,4-dihydroxybenzaldehyde (0.55 g, 4.0 mmol) and 2-[(carboxyacetyl)amino]benzoic acid (0.74 g, 3.3 mmol) in toluene (5.0 mL) and treated according to Procedure 2, acidifying with 1 M HCl. (E)-2-[[3-(3,4-Dihydroxyphenyl)-1-oxo-2-propenyl]amino]benzoic acid (0.82 g, 83%) was obtained as a brown crystalline solid; mp 204-206° C.; lit. [24] 204-206° C.; δH (500 MHz, DMSO-d6) 6.50 (d, J=15.5 Hz, 1H, CH═CHCO), 6.77 (d, J5′,6′=8.0 Hz, 1H, H5′)... Starting materials: 107, N(=C=S)C1CCN(CC1)C(=O)OCC (ethyl 4-isothiocyanato-1-piperidinecarboxylate), CNC1=CC=CC=C1 (N-methylbenzenamine). Reagents/catalysts: CN(C1=CC=NC=C1)C (N,N-dimethyl-4-pyridinamine). Run in CC1=CC=CC=C1 (methylbenzene). Product: 68, CN(C1=CC=CC=C1)C(=S)NC1CCN(CC1)C(=O)OCC (ethyl 4-[[(methylphenylamino)thioxomethyl]amino]-1-piperidinecarboxylate). The yield is 42.0%. RXN SMILES: [N:1]([CH:4]1[CH2:9][CH2:8][N:7]([C:10]([O:12][CH2:13][CH3:14])=[O:11])[CH2:6][CH2:5]1)=[C:2]=[S:3].[CH3:15][NH:16][C:17]1[CH:22]=[CH:21][CH:20]=[CH:19][CH:18]=1>CN(C)C1C=CN=CC=1.CC1C=CC=CC=1>[CH3:15][N:16]([C:2]([NH:1][CH:4]1[CH2:9][CH2:8][N:7]([C:10]([O:12][CH2:13][CH3:14])=[O:11])[CH2:6][CH2:5]1)=[S:3])[C:17]1[CH:22]=[CH:21][CH:20]=[CH:19][CH:18]=1. Procedure details: A mixture of 107 parts of ethyl 4-isothiocyanato-1-piperidinecarboxylate, 53.5 parts of N-methylbenzenamine, 1 part of N,N-dimethyl-4-pyridinamine and 450 parts of methylbenzene was stirred and refluxed overnight. After cooling, the reaction mixture was evaporated. The residue was crystallized from 2,2'-oxybispropane. The product was filtered off and dried, yielding 68 parts (42%) of ethyl 4-[[(methylphenylamino)thioxomethyl]amino]-1-piperidinecarboxylate; mp. 95.2° C. (14).